This data is from the Open Reaction Database (ORD), a public repository of structured organic reaction records. The task is: describe an organic reaction: reactants, conditions, products, and yield Starting materials: CCO, Cc1nc(C(F)(F)F)ccc1C(=O)Nc1ccc(Cl)c(-c2nc3cc([N+](=O)[O-])ccc3[nH]2)c1, Cl, [H][H]. The product is Cc1nc(C(F)(F)F)ccc1C(=O)Nc1ccc(Cl)c(-c2nc3cc(N)ccc3[nH]2)c1. As a reaction SMILES: [CH3:36][CH2:37][OH:38].[Cl:1][c:2]1[c:3](-[c:22]2[n:23][c:24]3[c:25]([nH:26]2)[cH:27][cH:28][c:29]([N+:31]([O-:32])=[O:33])[cH:30]3)[cH:4][c:5]([NH:8][C:9]([c:10]2[c:11]([CH3:20])[n:12][c:13]([C:16]([F:17])([F:18])[F:19])[cH:14][cH:15]2)=[O:21])[cH:6][cH:7]1.[ClH:39].[H:34][H:35]>>[Cl:1][c:2]1[c:3](-[c:22]2[n:23][c:24]3[c:25]([nH:26]2)[cH:27][cH:28][c:29]([NH2:31])[cH:30]3)[cH:4][c:5]([NH:8][C:9]([c:10]2[c:11]([CH3:20])[n:12][c:13]([C:16]([F:17])([F:18])[F:19])[cH:14][cH:15]2)=[O:21])[cH:6][cH:7]1. The reactants are CCN=C=NCCCN(C)C, O=C(O)c1cc2cc(Cl)ccc2[nH]1, ClCCl, COC(=O)CN1C(=O)C(N)Cc2ccccc21, O, On1nnc2ccccc21. The product is COC(=O)CN1C(=O)C(NC(=O)c2cc3cc(Cl)ccc3[nH]2)Cc2ccccc21. As a reaction SMILES: [CH3:24][CH2:25][N:26]=[C:27]=[N:28][CH2:29][CH2:30][CH2:31][N:32]([CH3:33])[CH3:34].[Cl:1][c:2]1[cH:3][c:4]2[cH:5][c:6]([C:11](=[O:12])[OH:13])[nH:7][c:8]2[cH:9][cH:10]1.[Cl:53][CH2:54][Cl:55].[NH2:35][CH:36]1[C:37](=[O:51])[N:38]([CH2:46][C:47](=[O:48])[O:49][CH3:50])[c:39]2[cH:40][cH:41][cH:42][cH:43][c:44]2[CH2:45]1.[OH2:52].[OH:14][n:15]1[c:16]2[c:17]([cH:18][cH:19][cH:20][cH:21]2)[n:22][n:23]1>>[Cl:1][c:2]1[cH:3][c:4]2[cH:5][c:6]([C:11](=[O:13])[NH:35][CH:36]3[C:37](=[O:51])[N:38]([CH2:46][C:47](=[O:48])[O:49][CH3:50])[c:39]4[cH:40][cH:41][cH:42][cH:43][c:44]4[CH2:45]3)[nH:7][c:8]2[cH:9][cH:10]1. Starting materials: amides, Cl (HCl), C1(=C(C=CC=C1)N)N (1,2-Phenylenediamine), C1=C(C=CC2=CC=CC=C12)C1CC(=O)OC(C1)=O (3-(2-naphthyl)glutaric anhydride). The solvent is O1CCOCC1 (1,4-dioxane), ClCCl (dichloromethane), O1CCOCC1 (1,4-dioxane). Conditions: time 1 hour. Yields the product Cl.N1=C(NC2=C1C=CC=C2)CC(CC(=O)O)C2=CC1=CC=CC=C1C=C2 (4-(2-benzimidazolyl)-3-(2-naphthyl)butanoic acid HCl). RXN SMILES: [C:1]1([NH2:8])[CH:6]=[CH:5][CH:4]=[CH:3][C:2]=1[NH2:7].[CH:9]1[C:18]2[C:13](=[CH:14][CH:15]=[CH:16][CH:17]=2)[CH:12]=[CH:11][C:10]=1[CH:19]1[CH2:25][C:24](=O)[O:23][C:21](=[O:22])[CH2:20]1.[ClH:27]>ClCCl.O1CCOCC1>[ClH:27].[N:7]1[C:2]2[CH:3]=[CH:4][CH:5]=[CH:6][C:1]=2[NH:8][C:24]=1[CH2:25][CH:19]([C:10]1[CH:11]=[CH:12][C:13]2[C:18](=[CH:17][CH:16]=[CH:15][CH:14]=2)[CH:9]=1)[CH2:20][C:21]([OH:23])=[O:22] |f:5.6|. Procedure: 1,2-Phenylenediamine (54 mg) and 3-(2-naphthyl)glutaric anhydride (120 mg) were dissolved in dichloromethane (2 ml) with heating. The solution was stirred at rt for 1 h. The precipitate formed was collected by suction filtration, washed with dichloromethane, and dried to give a mixture of regioisomeric amides (131 mg) as colourless solid. This solid was dissolved in 1,4-dioxane (1 ml) with heating, and 4M HCl in 1,4-dioxane (1 ml) was added. The solution was heated to reflux for 1 h. After remov... The solvent is C(C)(=O)O (acetic acid). The product is NC=1C=CC2=C(SC(=C2Cl)C#N)C1 (6-amino-3-chlorobenzo-[b]thiophene-2-carbonitrile). As a reaction SMILES: [Cl:1][C:2]1[C:3]2[CH:12]=[CH:11][C:10]([N+:13]([O-])=O)=[CH:9][C:4]=2[S:5][C:6]=1[C:7]#[N:8].Cl>C(O)(=O)C>[NH2:13][C:10]1[CH:11]=[CH:12][C:3]2[C:2]([Cl:1])=[C:6]([C:7]#[N:8])[S:5][C:4]=2[CH:9]=1. The reactants are ClC=1C2=C(SC1C#N)C=C(C=C2)[N+](=O)[O-] (3-chloro-6-nitrobenzo[b]thiophene-2-carbonitrile), Cl (hydrochloric acid), stannous chloride. Procedure: A stirred suspension of 0.1 mole of the nitrile in a mixture of 200 ml. of concentrated hydrochloric acid and 200 ml. of glacial acetic acid containing 72.0 g. of stannous chloride was heated to a temperature of 90° C. At this temperature heating was stopped and the reaction mixture was allowed to cool to room temperature. The product which separated was dissolved in 5% hydrochloric acid solution and filtered to remove any insoluble material. The filtrate was made basic with concentrated ammoniu... Starting materials: N1CCC2=CC=CC(=C12)S(=O)(=O)N (indoline-7-sulfonamide). Reagents/catalysts: [O-2].[O-2].[Mn+4] (manganese dioxide). The solvent is C(Cl)Cl (methylene chloride). Reaction conditions: temperature 25 celsius, time 24 hour. The product is N1C=CC2=CC=CC(=C12)S(=O)(=O)N (1H-Indole-7-sulfonamide). As a reaction SMILES: [NH:1]1[C:9]2[C:4](=[CH:5][CH:6]=[CH:7][C:8]=2[S:10]([NH2:13])(=[O:12])=[O:11])[CH2:3][CH2:2]1>C(Cl)Cl.[O-2].[O-2].[Mn+4]>[NH:1]1[C:9]2[C:4](=[CH:5][CH:6]=[CH:7][C:8]=2[S:10]([NH2:13])(=[O:11])=[O:12])[CH:3]=[CH:2]1 |f:2.3.4|. Procedure: To a slurry of activated manganese dioxide (20 g) in methylene chloride (200 ml) was added indoline-7-sulfonamide (4.3 g). The mixture was stirred at 25° C. for 24 hours. The solid was removed by filtration and the filtrate concentrated and hexane added until crystallization occurred. The pure product (TLC) was isolated by filtration (2.9 g, m.p. 125°-127° C.). The reactants are C1(CC1)COC1=CC2=C(N=C(O2)C2=CC(=NN2C)OC[C@H](C)NC(C)=O)C=C1 (N-[(1S)-2-({5-[6-(cyclopropylmethoxy)-1,3-benzoxazol-2-yl]-1-methyl-1H-pyrazol-3-yl}oxy)-1-methylethyl]acetamide), [B-](F)(F)(F)F.[B-](F)(F)(F)F.C1C[N+]2(CC[N+]1(CC2)CCl)F (1-(chloromethyl)-4-fluoro-1,4-diazoniabicyclo[2.2.2]octane ditetrafluoroborate), C(C)#N (acetonitrile). Run in O (Water). Conditions: temperature 60 celsius, time 7 hour. Yields the product C1(CC1)COC1=CC2=C(N=C(O2)C2=C(C(=NN2C)OC[C@H](C)NC(C)=O)F)C=C1 (N-[(1S)-2-({5-[6-(cyclopropylmethoxy)-1,3-benzoxazol-2-yl]-4-fluoro-1-methyl-1H-pyrazol-3-yl}oxy)-1-methylethyl]acetamide). Isolated yield 5.5%. Reaction SMILES: [CH:1]1([CH2:4][O:5][C:6]2[CH:28]=[CH:27][C:9]3[N:10]=[C:11]([C:13]4[N:17]([CH3:18])[N:16]=[C:15]([O:19][CH2:20][C@@H:21]([NH:23][C:24](=[O:26])[CH3:25])[CH3:22])[CH:14]=4)[O:12][C:8]=3[CH:7]=2)[CH2:3][CH2:2]1.[B-](F)(F)(F)[F:30].[B-](F)(F)(F)F.C1[N+]2(CCl)CC[N+](F)(CC2)C1.C(#N)C>O>[CH:1]1([CH2:4][O:5][C:6]2[CH:28]=[CH:27][C:9]3[N:10]=[C:11]([C:13]4[N:17]([CH3:18])[N:16]=[C:15]([O:19][CH2:20][C@@H:21]([NH:23][C:24](=[O:26])[CH3:25])[CH3:22])[C:14]=4[F:30])[O:12][C:8]=3[CH:7]=2)[CH2:3][CH2:2]1 |f:1.2.3|. Procedure: A mixture of N-[(1S)-2-({5-[6-(cyclopropylmethoxy)-1,3-benzoxazol-2-yl]-1-methyl-1H-pyrazol-3-yl}oxy)-1-methylethyl]acetamide (193 mg), 1-(chloromethyl)-4-fluoro-1,4-diazoniabicyclo[2.2.2]octane ditetrafluoroborate (427 mg) and acetonitrile (10 mL) was stirred at 60° C. for 7 hr. Water was added to the reaction mixture, and the mixture was extracted with ethyl acetate. The combined organic layer was washed with saturated brine, and dried over anhydrous magnesium sulfate, and the solvent was evap... The reactants are BrC1=C(C=C(CSC2=C(C=CC=3CCN(CCC32)C(=O)OC(C)(C)C)Cl)C=C1)F (6-(4-bromo-3-fluorobenzylthio)-3-tert-butoxycarbonyl-7-chloro-2,3,4,5-tetrahydro-1H-benzo[d]azepine), CC(C)([O-])C.[Na+] (sodium tert-butoxide), C1COCCOCCOCCOCCOCCO1 (18-crown-6), N1CCCCC1 (piperidine). Reagents/catalysts: C=1C=CC(=CC1)/C=C/C(=O)/C=C/C2=CC=CC=C2.C=1C=CC(=CC1)/C=C/C(=O)/C=C/C2=CC=CC=C2.C=1C=CC(=CC1)/C=C/C(=O)/C=C/C2=CC=CC=C2.[Pd].[Pd] (tris(dibenzylideneacetone)dipalladium), C1(=CC=CC=C1)P(C1=C(C2=CC=CC=C2C=C1)C1=C(C=CC2=CC=CC=C12)P(C1=CC=CC=C1)C1=CC=CC=C1)C1=CC=CC=C1 (2,2′-bis(diphenylphosphino)-1,1′-binaphthyl). Run in C1(=CC=CC=C1)C (toluene). Product: C(C)(C)(C)OC(=O)N1CCC2=C(CC1)C(=C(C=C2)Cl)SCC2=CC(=C(C=C2)N2CCCCC2)F (3-tert-butoxycarbonyl-7-chloro-6-(3-fluoro-4-piperidin-1-yl-benzylthio)-2,3,4,5-tetrahydro-1H-benzo[d]azepine). Yield: 53.0%. Reaction SMILES: Br[C:2]1[CH:28]=[CH:27][C:5]([CH2:6][S:7][C:8]2[C:18]3[CH2:17][CH2:16][N:15]([C:19]([O:21][C:22]([CH3:25])([CH3:24])[CH3:23])=[O:20])[CH2:14][CH2:13][C:12]=3[CH:11]=[CH:10][C:9]=2[Cl:26])=[CH:4][C:3]=1[F:29].CC(C)([O-])C.[Na+].C1OCCOCCOCCOCCOCCOC1.[NH:54]1[CH2:59][CH2:58][CH2:57][CH2:56][CH2:55]1>C1(C)C=CC=CC=1.C1C=CC(/C=C/C(/C=C/C2C=CC=CC=2)=O)=CC=1.C1C=CC(/C=C/C(/C=C/C2C=CC=CC=2)=O)=CC=1.C1C=CC(/C=C/C(/C=C/C2C=CC=CC=2)=O)=CC=1.[Pd].[Pd].C1(P(C2C=CC=CC=2)C2C=CC3C(=CC=CC=3)C=2C2C3C(=CC=CC=3)C=CC=2P(C2C=CC=CC=2)C2C=CC=CC=2)C=CC=CC=1>[C:22]([O:21][C:19]([N:15]1[CH2:16][CH2:17][C:18]2[C:8]([S:7][CH2:6][C:5]3[CH:27]=[CH:28][C:2]([N:54]4[CH2:59][CH2:58][CH2:57][CH2:56][CH2:55]4)=[C:3]([F:29])[CH:4]=3)=[C:9]([Cl:26])[CH:10]=[CH:11][C:12]=2[CH2:13][CH2:14]1)=[O:20])([CH3:25])([CH3:24])[CH3:23] |f:1.2,6.7.8.9.10|. Procedure: In a sealed tube, add tris(dibenzylideneacetone)dipalladium (13 mg, 0.014 mmol) and 2,2′-bis(diphenylphosphino)-1,1′-binaphthyl (19 mg, 0.029 mmol) to a mixture of 6-(4-bromo-3-fluorobenzylthio)-3-tert-butoxycarbonyl-7-chloro-2,3,4,5-tetrahydro-1H-benzo[d]azepine (957 mg, 1.91 mmol), sodium tert-butoxide (367 mg, 3.83 mmol), 18-crown-6 (50 mg, 0.191 mmol) and piperidine (944 μl, 9.57 mmol) in toluene (10 mL). Flush the mixture with nitrogen and heat overnight. Cool to ambient temperature, dilute... The reactants are O.[Cl-].COC1=NC(=NC(=N1)OC)[N+]1(CCOCC1)C (4-(4,6-dimethoxy[1.3.5]triazin-2-yl)-4-methylmorpholinium chloride hydrate), ClC1=NC=C(C=N1)C(=O)O (2-Chloro-pyrimidine-5-carboxylic acid), NC1=CC=C(C=C1)CC[C@@H]1N=C(OC1)N ((S)-4-[2-(4-Amino-phenyl)-ethyl]-4,5-dihydro-oxazol-2-ylamine). Run in CO (methanol), CO (methanol). Run at temperature 0 celsius, time 1 hour. The product is NC=1OC[C@@H](N1)CCC1=CC=C(C=C1)NC(=O)C=1C=NC(=NC1)OC (2-methoxy-pyrimidine-5-carboxylic acid {4-[2-((S)-2-amino-4,5-dihydro-oxazol-4-yl)-ethyl]-phenyl}-amide). The yield is 18.2%. As a reaction SMILES: Cl[C:2]1[N:7]=[CH:6][C:5]([C:8]([OH:10])=O)=[CH:4][N:3]=1.O.[Cl-].[CH3:13][O:14]C1N=C(OC)N=C([N+]2(C)CCOCC2)N=1.[NH2:30][C:31]1[CH:36]=[CH:35][C:34]([CH2:37][CH2:38][C@H:39]2[CH2:43][O:42][C:41]([NH2:44])=[N:40]2)=[CH:33][CH:32]=1>CO>[NH2:44][C:41]1[O:42][CH2:43][C@H:39]([CH2:38][CH2:37][C:34]2[CH:35]=[CH:36][C:31]([NH:30][C:8]([C:5]3[CH:6]=[N:7][C:2]([O:14][CH3:13])=[N:3][CH:4]=3)=[O:10])=[CH:32][CH:33]=2)[N:40]=1 |f:1.2.3|. Procedure: 2-Chloro-pyrimidine-5-carboxylic acid (23 mg) was dissolved in methanol (1 ml) and the solution cooled to 0° C. before addition of 4-(4,6-dimethoxy[1.3.5]triazin-2-yl)-4-methylmorpholinium chloride hydrate (45 mg). The reaction mixture was stirred for 5 minutes at 0° C. before dropwise addition of a solution of (S)-4-[2-(4-Amino-phenyl)-ethyl]-4,5-dihydro-oxazol-2-ylamine (30 mg) in methanol (1 ml). Stirring at 0° C. was continued for 1 hour before quenching by addition of a 1N solution of sodiu...